Dataset: the Open Reaction Database (ORD), a public repository of structured organic reaction records. Task: describe an organic reaction: reactants, conditions, products, and yield The reactants are C[Si](C)(C)C#N (trimethylsilylcyanide), FC1=CC=C(C(=O)Cl)C=C1 (4-Fluorobenzoylchloride), S1C=NC2=C1C=CC=C2 (benzothiazole), [Al+3].[Cl-].[Cl-].[Cl-] (AlCl3). The solvent is ClCCl (dichloromethane). Reaction conditions: time 15 hour. The product is FC1=CC=C(C(=O)N2C(SC3=C2C=CC=C3)C#N)C=C1 (3-(4-fluorobenzoyl)-2,3-dihydrobenzo[d]thiazole-2-carbonitrile). RXN SMILES: [F:1][C:2]1[CH:10]=[CH:9][C:5]([C:6](Cl)=[O:7])=[CH:4][CH:3]=1.[S:11]1[C:15]2[CH:16]=[CH:17][CH:18]=[CH:19][C:14]=2[N:13]=[CH:12]1.[Al+3].[Cl-].[Cl-].[Cl-].C[Si]([C:28]#[N:29])(C)C>ClCCl>[F:1][C:2]1[CH:10]=[CH:9][C:5]([C:6]([N:13]2[C:14]3[CH:19]=[CH:18][CH:17]=[CH:16][C:15]=3[S:11][CH:12]2[C:28]#[N:29])=[O:7])=[CH:4][CH:3]=1 |f:2.3.4.5|. Reported procedure: 4-Fluorobenzoylchloride (6.5 g, 41.0 mmol) was added dropwise to a stirring solution of benzothiazole (5.4 g, 40.0 mmol) in dichloromethane (40 mL) under argon atmosphere. A catalytic amount of AlCl3 and trimethylsilylcyanide (4.1 g, 42.0 mmol) were than added into the reaction mixture. After being stirred for 15 h at room temperature, the reaction mixture was evaporated to dryness in vacuo and the residue was triturated with ether to give 3-(4-fluorobenzoyl)-2,3-dihydrobenzo[d]thiazole-2-carbon...